This data is from the Open Reaction Database (ORD), a public repository of structured organic reaction records. The task is: describe an organic reaction: reactants, conditions, products, and yield The reactants are BrC1=CC=C2C(N3C(=NC2=C1)C(=CC=C3)C(=O)NCCN(C)C)=O (3-Bromo-N-[2-(dimethylamino)ethyl]-11-oxo-11H-pyrido[2,1-b]quinazoline-6-carboxamide), C([O-])([O-])=O.[Na+].[Na+] (sodium carbonate), N1=CC(=CC=C1)B(O)O (3-Pyridinyl-boronic Acid), tetrakis(triphenylphospine)palladium(0). Solvent: C1(=CC=CC=C1)C (toluene). The product is CN(CCNC(=O)C1=CC=CN2C1=NC1=CC(=CC=C1C2=O)C=2C=NC=CC2)C (N-[2-(Dimethylamino)ethyl]-11-oxo-3-(3-pyridinyl)-11H-pyrido[2,1-b]quinazoline-6-carboxamide). As a reaction SMILES: Br[C:2]1[CH:11]=[C:10]2[C:5]([C:6](=[O:24])[N:7]3[CH:15]=[CH:14][CH:13]=[C:12]([C:16]([NH:18][CH2:19][CH2:20][N:21]([CH3:23])[CH3:22])=[O:17])[C:8]3=[N:9]2)=[CH:4][CH:3]=1.[N:25]1[CH:30]=[CH:29][CH:28]=[C:27](B(O)O)[CH:26]=1.C(=O)([O-])[O-].[Na+].[Na+]>C1(C)C=CC=CC=1>[CH3:22][N:21]([CH3:23])[CH2:20][CH2:19][NH:18][C:16]([C:12]1[C:8]2=[N:9][C:10]3[C:5]([C:6](=[O:24])[N:7]2[CH:15]=[CH:14][CH:13]=1)=[CH:4][CH:3]=[C:2]([C:27]1[CH:26]=[N:25][CH:30]=[CH:29][CH:28]=1)[CH:11]=3)=[O:17] |f:2.3.4|. Procedure details: The procedure of Example 6 was used with the product of Example 14 (39 mg, 0.1 mmol), product of Example 4 (123 mg, 1.0 mmol), tetrakis(triphenylphospine)palladium(0) (29 mg, 0.025 mmol), 2 M sodium carbonate solution (0.5 ml, 1.0 mmol), and toluene (5 ml). Starting materials: O=C(O)c1cc(Br)c(OCc2ccccn2)nc1C(F)(F)F, NC1CCCCC1O. Yields the product O=C(NC1CCCCC1O)c1cc(Br)c(OCc2ccccn2)nc1C(F)(F)F. As a reaction SMILES: [Br:1][c:2]1[c:3]([O:15][CH2:16][c:17]2[n:18][cH:19][cH:20][cH:21][cH:22]2)[n:4][c:5]([C:11]([F:12])([F:13])[F:14])[c:6]([C:7](=[O:8])[OH:9])[cH:10]1.[NH2:23][CH:24]1[CH:25]([OH:30])[CH2:26][CH2:27][CH2:28][CH2:29]1>>[Br:1][c:2]1[c:3]([O:15][CH2:16][c:17]2[n:18][cH:19][cH:20][cH:21][cH:22]2)[n:4][c:5]([C:11]([F:12])([F:13])[F:14])[c:6]([C:7](=[O:9])[NH:23][CH:24]2[CH:25]([OH:30])[CH2:26][CH2:27][CH2:28][CH2:29]2)[cH:10]1.